From a dataset of the Open Reaction Database (ORD), a public repository of structured organic reaction records. describe an organic reaction: reactants, conditions, products, and yield The reactants are CC(=O)O[BH-](OC(C)=O)OC(C)=O, CCCCOCCOc1ccc(-c2ccc3c(c2)C=C(C(=O)Nc2ccc(C(O)c4cccc[n+]4[O-])cc2)CCN3)cc1, CC(=O)O, O=Cc1nccs1, ClCCCl, [Na+], O. Product: CCCCOCCOc1ccc(-c2ccc3c(c2)C=C(C(=O)Nc2ccc(C(O)c4cccc[n+]4[O-])cc2)CCN3Cc2nccs2)cc1. RXN SMILES: [C:51]([O:52][BH-:53]([O:54][C:55](=[O:56])[CH3:57])[O:58][C:59](=[O:60])[CH3:61])(=[O:62])[CH3:63].[CH2:1]([CH2:2][CH2:3][CH3:4])[O:5][CH2:6][CH2:7][O:8][c:9]1[cH:10][cH:11][c:12](-[c:15]2[cH:16][cH:17][c:18]3[c:19]([cH:43]2)[CH:20]=[C:21]([C:25](=[O:26])[NH:27][c:28]2[cH:29][cH:30][c:31]([CH:34]([c:35]4[n+:36]([O-:41])[cH:37][cH:38][cH:39][cH:40]4)[OH:42])[cH:32][cH:33]2)[CH2:22][CH2:23][NH:24]3)[cH:13][cH:14]1.[CH3:65][C:66](=[O:67])[OH:68].[CH:44](=[O:45])[c:46]1[s:47][cH:48][cH:49][n:50]1.[Cl:69][CH2:70][CH2:71][Cl:72].[Na+:64].[OH2:73]>>[CH2:1]([CH2:2][CH2:3][CH3:4])[O:5][CH2:6][CH2:7][O:8][c:9]1[cH:10][cH:11][c:12](-[c:15]2[cH:16][cH:17][c:18]3[c:19]([cH:43]2)[CH:20]=[C:21]([C:25](=[O:26])[NH:27][c:28]2[cH:29][cH:30][c:31]([CH:34]([c:35]4[n+:36]([O-:41])[cH:37][cH:38][cH:39][cH:40]4)[OH:42])[cH:32][cH:33]2)[CH2:22][CH2:23][N:24]3[CH2:44][c:46]2[s:47][cH:48][cH:49][n:50]2)[cH:13][cH:14]1.